From a dataset of the Open Reaction Database (ORD), a public repository of structured organic reaction records. describe an organic reaction: reactants, conditions, products, and yield Starting materials: CSC(N)=S, CON=C(C(=O)NC1C(=O)N(S(=O)(=O)[O-])C1SCC(=O)OC)c1csc(NC(=O)CCl)n1, [Na+], [Na]. Yields the product CON=C(C(=O)NC1C(=O)N(S(=O)(=O)[O-])C1SCC(=O)OC)c1csc(N)n1, [Na+]. Reaction SMILES: [CH3:34][S:35][C:36](=[S:37])[NH2:38].[Cl:1][CH2:2][C:3](=[O:4])[NH:5][c:6]1[s:7][cH:8][c:9]([C:11]([C:12](=[O:13])[NH:14][CH:15]2[C:16](=[O:29])[N:17]([S:25](=[O:26])(=[O:27])[O-:28])[CH:18]2[S:19][CH2:20][C:21](=[O:22])[O:23][CH3:24])=[N:30][O:31][CH3:32])[n:10]1.[Na+:33].[Na:39]>>[NH2:5][c:6]1[s:7][cH:8][c:9]([C:11]([C:12](=[O:13])[NH:14][CH:15]2[C:16](=[O:29])[N:17]([S:25](=[O:26])(=[O:27])[O-:28])[CH:18]2[S:19][CH2:20][C:21](=[O:22])[O:23][CH3:24])=[N:30][O:31][CH3:32])[n:10]1.[Na+:33]. Starting materials: ClC=1C=C2C(CCOC2=CC1OC1=CC=C(C=C1)C(NC1=NN(C=C1)C1=CC(=C(C=C1)F)F)=O)C(=O)OCC (ethyl 6-chloro-7-(4-(1-(3,4-difluorophenyl)-1H-pyrazol-3-ylcarbamoyl)phenoxy)chroman-4-carboxylate), [OH-].[Na+] (sodium hydroxide). Solvent: C1CCOC1.CO (THF MeOH). Reaction conditions: time 16 hour. The product is ClC=1C=C2C(CCOC2=CC1OC1=CC=C(C=C1)C(NC1=NN(C=C1)C1=CC(=C(C=C1)F)F)=O)C(=O)O (6-chloro-7-(4-(1-(3,4-difluorophenyl)-1H-pyrazol-3-ylcarbamoyl)phenoxy)chroman-4-carboxylic acid). The yield is 61.3%. As a reaction SMILES: [Cl:1][C:2]1[CH:3]=[C:4]2[C:9](=[CH:10][C:11]=1[O:12][C:13]1[CH:18]=[CH:17][C:16]([C:19](=[O:34])[NH:20][C:21]3[CH:25]=[CH:24][N:23]([C:26]4[CH:31]=[CH:30][C:29]([F:32])=[C:28]([F:33])[CH:27]=4)[N:22]=3)=[CH:15][CH:14]=1)[O:8][CH2:7][CH2:6][CH:5]2[C:35]([O:37]CC)=[O:36].[OH-].[Na+]>C1COCC1.CO>[Cl:1][C:2]1[CH:3]=[C:4]2[C:9](=[CH:10][C:11]=1[O:12][C:13]1[CH:18]=[CH:17][C:16]([C:19](=[O:34])[NH:20][C:21]3[CH:25]=[CH:24][N:23]([C:26]4[CH:31]=[CH:30][C:29]([F:32])=[C:28]([F:33])[CH:27]=4)[N:22]=3)=[CH:15][CH:14]=1)[O:8][CH2:7][CH2:6][CH:5]2[C:35]([OH:37])=[O:36] |f:1.2,3.4|. Reported procedure: To a solution of ethyl 6-chloro-7-(4-(1-(3,4-difluorophenyl)-1H-pyrazol-3-ylcarbamoyl)phenoxy)chroman-4-carboxylate (0.067 g, 0.121 mmol) in 3:1 THF/MeOH (1 ml) was added 1M sodium hydroxide (0.133 ml, 0.133 mmol), and the reaction was allowed to stir for 16 hours. The reaction was concentrated, acidified with dilute HCl, and extracted twice with EtOAc. The combined organics were dried over anhydrous sodium sulfate, filtered, and concentrated to yield the desired product (0.039 g, 0.0742 mmol, 6... Reactants: C=CCOCC1(c2cccc(C#N)c2)NC(=O)N(c2ccc(C#N)c(C(F)(F)F)c2)C1=O, O=C([O-])[O-], CI, [K+], [K+], CN(C)C=O. Product: C=CCOCC1(c2cccc(C#N)c2)C(=O)N(c2ccc(C#N)c(C(F)(F)F)c2)C(=O)N1C. As a reaction SMILES: [C:1](#[N:2])[c:3]1[cH:4][c:5]([C:9]2([CH2:28][O:29][CH2:30][CH:31]=[CH2:32])[NH:10][C:11](=[O:27])[N:12]([c:15]3[cH:16][c:17]([C:23]([F:24])([F:25])[F:26])[c:18]([C:19]#[N:20])[cH:21][cH:22]3)[C:13]2=[O:14])[cH:6][cH:7][cH:8]1.[C:33](=[O:34])([O-:35])[O-:36].[CH3:39][I:40].[K+:37].[K+:38].[O:41]=[CH:42][N:43]([CH3:44])[CH3:45]>>[C:1](#[N:2])[c:3]1[cH:4][c:5]([C:9]2([CH2:28][O:29][CH2:30][CH:31]=[CH2:32])[N:10]([CH3:33])[C:11](=[O:27])[N:12]([c:15]3[cH:16][c:17]([C:23]([F:24])([F:25])[F:26])[c:18]([C:19]#[N:20])[cH:21][cH:22]3)[C:13]2=[O:14])[cH:6][cH:7][cH:8]1. Reactants: FC(C(F)(F)F)(F)P(C(C(F)(F)F)(F)F)C(C(F)(F)F)(F)F (tris(pentafluoroethyl)phosphine), (C2F5)3PH, solution, [OH-].[Na+] (NaOH). The solvent is COCCOC (1,2-dimethoxyethane), O (water). Run at time 30 minute. Product: P(C(F)(F)C(F)(F)F)(C(F)(F)C(F)(F)F)O[Na] ((C2F5)2PONa). Reaction SMILES: [F:1][C:2]([P:8](C(F)(F)C(F)(F)F)[C:9]([F:15])([F:14])[C:10]([F:13])([F:12])[F:11])([F:7])[C:3]([F:6])([F:5])[F:4].[OH-:23].[Na+:24]>COCCOC.O>[P:8]([O:23][Na:24])([C:9]([C:10]([F:13])([F:12])[F:11])([F:15])[F:14])[C:2]([C:3]([F:6])([F:5])[F:4])([F:7])[F:1] |f:1.2|. Procedure: A solution of 1.16 g (3.0 mmol) of tris(pentafluoroethyl)phosphine, (C2F5)3PH, in 1,2-dimethoxyethane is treated with an excess (6 mmol) of a 1.5 M solution of NaOH in water. The mixture is stirred at room temperature for 30 min, and the solvent is subsequently removed in vacuo, giving a colourless residue, sodium bis(pentafluoroethyl)phosphinite, (C2F5)2PONa.